This data is from the Open Reaction Database (ORD), a public repository of structured organic reaction records. The task is: describe an organic reaction: reactants, conditions, products, and yield Starting materials: [BH4-], C[O-], CO, Cl, Cl, O=Cc1cncc(-c2ccc(F)cc2)c1, NCC1CCc2ccccc2O1, [Na+], [Na+], O. The product is Cl, Fc1ccc(-c2cncc(CNCC3CCc4ccccc4O3)c2)cc1. RXN SMILES: [BH4-:32].[CH3:14][O-:15].[CH3:35][OH:36].[ClH:1].[ClH:34].[F:17][c:18]1[cH:19][cH:20][c:21](-[c:24]2[cH:25][c:26]([CH:30]=[O:31])[cH:27][n:28][cH:29]2)[cH:22][cH:23]1.[NH2:2][CH2:3][CH:4]1[O:5][c:6]2[cH:7][cH:8][cH:9][cH:10][c:11]2[CH2:12][CH2:13]1.[Na+:16].[Na+:33].[OH2:37]>>[ClH:1].[NH:2]([CH2:3][CH:4]1[O:5][c:6]2[cH:7][cH:8][cH:9][cH:10][c:11]2[CH2:12][CH2:13]1)[CH2:30][c:26]1[cH:25][c:24](-[c:21]2[cH:20][cH:19][c:18]([F:17])[cH:23][cH:22]2)[cH:29][n:28][cH:27]1. Reactants: [H][H], O=C1c2ccccc2C(=O)N1c1ccc([N+](=O)[O-])cc1, O=[Ti]=O, O, [Pd]. Product: Nc1ccc(N2C(=O)c3ccccc3C2=O)cc1. Reaction SMILES: [H:21][H:22].[N+:1]([O-:2])(=[O:3])[c:4]1[cH:5][cH:6][c:7]([N:10]2[C:11](=[O:20])[c:12]3[c:13]([cH:16][cH:17][cH:18][cH:19]3)[C:14]2=[O:15])[cH:8][cH:9]1.[O:23]=[Ti:24]=[O:25].[OH2:27].[Pd:26]>>[NH2:1][c:4]1[cH:5][cH:6][c:7]([N:10]2[C:11](=[O:20])[c:12]3[c:13]([cH:16][cH:17][cH:18][cH:19]3)[C:14]2=[O:15])[cH:8][cH:9]1. The reactants are Cl (hydrochloric-acid), C(CCC)OP(OCCCC)[O-] (dibutylphosphite), C(C(C)C)C(=O)C (methyl isobutyl ketone). Reagents/catalysts: C(C)N(CC)CC (triethylamine), [Cl-].[Mg+2].[Cl-] (magnesium chloride). Reaction conditions: time 1 hour. Yields the product C(CCC)OP(OCCCC)(=O)C(CC(C)C)(C)O (dibutyl(1-hydroxy-1,3-dimethylbutyl)phosphonate). Yield: 92.3%. RXN SMILES: Cl.[CH2:2]([O:6][P:7]([O-:13])[O:8][CH2:9][CH2:10][CH2:11][CH3:12])[CH2:3][CH2:4][CH3:5].[CH2:14]([C:18]([CH3:20])=[O:19])[CH:15]([CH3:17])[CH3:16]>C(N(CC)CC)C.[Cl-].[Mg+2].[Cl-]>[CH2:9]([O:8][P:7]([C:18]([OH:19])([CH3:20])[CH2:14][CH:15]([CH3:17])[CH3:16])(=[O:13])[O:6][CH2:2][CH2:3][CH2:4][CH3:5])[CH2:10][CH2:11][CH3:12] |f:4.5.6|. Reported procedure: Into a two-liter four-necked flask provided with a stirrer, a thermometer, dropping device, a hydrochloric-acid-recovering device and a condenser, 213.4 g (1.1 moles) of dibutylphosphite, 5.6 g (0.06 moles) of triethylamine and 1.05 g (0.011 moles) of magnesium chloride were fed. While stirring the resulting mixed solution at 25° C., 120.0 g (1.2 moles) of methyl isobutyl ketone (MIBK) was added thereto in 1 hour. The resulting mixed solution was further stirred for 1 hour at the same temperatur... Starting materials: C1(CC1)N1C(N(C(=CC1=O)NC)C1=C(C=C(C=C1)I)F)=O (3-cyclopropyl-1-(2-fluoro-4-iodophenyl)-6-methylamino-1H-pyrimidine-2,4-dione), CC(C(=O)O)C(=O)O (2-methylmalonic acid), C(C)(=O)OC(C)=O (acetic anhydride), CC(=O)C (acetone). The solvent is O (Water). Reaction conditions: temperature 100 celsius, time 30 minute. The product is C1(CC1)N1C(N(C2=C(C1=O)C(=C(C(N2C)=O)C)O)C2=C(C=C(C=C2)I)F)=O (3-cyclopropyl-1-(2-fluoro-4-iodophenyl)-5-hydroxy-6,8-dimethyl-1H,8H-pyrido[2,3-d]pyrimidine-2,4,7-trione). The yield is 91.0%. As a reaction SMILES: [CH:1]1([N:4]2[C:9](=[O:10])[CH:8]=[C:7]([NH:11][CH3:12])[N:6]([C:13]3[CH:18]=[CH:17][C:16]([I:19])=[CH:15][C:14]=3[F:20])[C:5]2=[O:21])[CH2:3][CH2:2]1.[CH3:22][CH:23]([C:27]([OH:29])=O)[C:24]([OH:26])=O.C(OC(=O)C)(=O)C.CC(C)=O>O>[CH:1]1([N:4]2[C:9](=[O:10])[C:8]3[C:27]([OH:29])=[C:23]([CH3:22])[C:24](=[O:26])[N:11]([CH3:12])[C:7]=3[N:6]([C:13]3[CH:18]=[CH:17][C:16]([I:19])=[CH:15][C:14]=3[F:20])[C:5]2=[O:21])[CH2:2][CH2:3]1. Reported procedure: Under a nitrogen atmosphere, to 3-cyclopropyl-1-(2-fluoro-4-iodo-phenyl)-6-methylamino-1H-pyrimidine-2,4-dione 52 (34.4 g) and 2-methyl-malonic acid 54 (15.2 g) was added acetic anhydride (34.4 ml), and the mixture was stirred with heating at 100° C. for 3 hrs. After allowing to cool to 50° C., acetone (68.8 ml) was added dropwise, and the mixture was stirred as it was for 30 min. Water (172 ml) was further added dropwise, and the mixture was stirred for 1 hr. After allowing to cool to room temp... Product: CC(C)(C)C(=O)Nc1cccc(COCc2ccc(Cl)cc2)n1. The reactants are Clc1ccc(CBr)cc1, CC(C)(C)C(=O)Nc1cccc(CO)n1. RXN SMILES: [Cl:16][c:17]1[cH:18][cH:19][c:20]([CH2:21][Br:22])[cH:23][cH:24]1.[OH:1][CH2:2][c:3]1[cH:4][cH:5][cH:6][c:7]([NH:9][C:10]([C:11]([CH3:12])([CH3:13])[CH3:14])=[O:15])[n:8]1>>[O:1]([CH2:2][c:3]1[cH:4][cH:5][cH:6][c:7]([NH:9][C:10]([C:11]([CH3:12])([CH3:13])[CH3:14])=[O:15])[n:8]1)[CH2:21][c:20]1[cH:19][cH:18][c:17]([Cl:16])[cH:24][cH:23]1. Starting materials: O.O.[Sn](Cl)Cl (tin (II) chloride dihydrate), N(=O)[O-].[Na+] (sodium nitrite), ClC1=C(N)C=C(C(=C1)Cl)OC(C)C (2,4-dichloro-5-(1-methylethoxy)aniline). Run in Cl (hydrochloric acid), O (water), Cl (hydrochloric acid). Run at temperature 0 celsius, time 30 minute. Product: ClC1=C(C=C(C(=C1)Cl)OC(C)C)NN (2,4-dichloro-5-(1-methylethoxy)phenylhydrazine). The yield is 68.4%. Reaction SMILES: [N:1]([O-])=O.[Na+].[Cl:5][C:6]1[CH:12]=[C:11]([Cl:13])[C:10]([O:14][CH:15]([CH3:17])[CH3:16])=[CH:9][C:7]=1[NH2:8].O.O.[Sn](Cl)Cl>O.Cl>[Cl:5][C:6]1[CH:12]=[C:11]([Cl:13])[C:10]([O:14][CH:15]([CH3:17])[CH3:16])=[CH:9][C:7]=1[NH:8][NH2:1] |f:0.1,3.4.5|. Reported procedure: A solution of 15.8 g (0.23 mole) of sodium nitrite in 100 mL of water was added to a stirred solution of 50.0 g (0.23 mole) of 2,4-dichloro-5-(1-methylethoxy)aniline in 250 mL of concentrated hydrochloric acid at 0° C. over 30 minutes. After complete addition, the mixture was stirred at 0° C. for 30 minutes. A solution of 114.0 g (0.506 mole) of tin (II) chloride dihydrate in 125 mL of concentrated hydrochloric acid was added dropwise to the reaction mixture. After complete addition, the mixture... Starting materials: ClCCCN1C(NC2=C1C=CC=C2)=O (1-(3-chloropropyl)-1,3-dihydro-2H-benzimidazol-2-one), FC1=CC=C(C=C1)CN1C2=NC=NC=C2N=C1CC1CCNCC1 (9-[(4-fluorophenyl)methyl]-8-(4-piperidinylmethyl)-9H-purine), C([O-])([O-])=O.[Na+].[Na+] (sodium carbonate), CN(C=O)C (N,N-dimethylformamide). Run in O (water). Conditions: temperature 70 celsius. Product: C(\C=C\C(=O)O)(=O)O.FC1=CC=C(C=C1)CN1C2=NC=NC=C2N=C1CC1CCN(CC1)CCCN1C(NC2=C1C=CC=C2)=O (1-[3-[4-[[9-[(4-fluorophenyl)methyl]-9H-purin-8-yl]methyl]-1-piperidinyl]-propyl]-1,3-dihydro-2H-benzimidazol-2-one (E)-2-butenedioate). Isolated yield 45.9%. RXN SMILES: Cl[CH2:2][CH2:3][CH2:4][N:5]1[C:9]2[CH:10]=[CH:11][CH:12]=[CH:13][C:8]=2[NH:7][C:6]1=[O:14].[F:15][C:16]1[CH:21]=[CH:20][C:19]([CH2:22][N:23]2[C:31]([CH2:32][CH:33]3[CH2:38][CH2:37][NH:36][CH2:35][CH2:34]3)=[N:30][C:29]3[C:24]2=[N:25][CH:26]=[N:27][CH:28]=3)=[CH:18][CH:17]=1.[C:39](=[O:42])([O-:41])[O-].[Na+].[Na+].CN(C)[CH:47]=[O:48]>O>[C:47]([OH:48])(=[O:14])/[CH:38]=[CH:33]/[C:39]([OH:41])=[O:42].[F:15][C:16]1[CH:21]=[CH:20][C:19]([CH2:22][N:23]2[C:31]([CH2:32][CH:33]3[CH2:34][CH2:35][N:36]([CH2:2][CH2:3][CH2:4][N:5]4[C:9]5[CH:10]=[CH:11][CH:12]=[CH:13][C:8]=5[NH:7][C:6]4=[O:14])[CH2:37][CH2:38]3)=[N:30][C:29]3[C:24]2=[N:25][CH:26]=[N:27][CH:28]=3)=[CH:18][CH:17]=1 |f:2.3.4,7.8|. Reported procedure: A mixture of 1.8 parts of 1-(3-chloropropyl)-1,3-dihydro-2H-benzimidazol-2-one, 2.7 parts of 9-[(4-fluorophenyl)methyl]-8-(4-piperidinylmethyl)-9H-purine, 1 part of sodium carbonate and 45 parts of N,N-dimethylformamide was stirred and heated overnight at 70° C. After cooling, the reaction mixture was poured into water. The product was extracted with trichloromethane. The extract was dried, filtered and evaporated. The residue was purified by column chromatography over silica gel using a mixture... The reactants are C(CCCCCCCCC)(=O)C1C(OC(OC1=O)(C)C)=O (5-decanoyl-2,2-dimethyl-1,3-dioxane-4,6-dione). The solvent is C(C)O (ethanol). Product: O=C(CC(=O)OCC)CCCCCCCCC (ethyl 3-oxododecanoate). Yield: 98.0%. Reaction SMILES: [C:1]([CH:12]1C(=O)O[C:15](C)([CH3:19])[O:14][C:13]1=[O:21])(=[O:11])[CH2:2][CH2:3][CH2:4][CH2:5][CH2:6][CH2:7][CH2:8][CH2:9][CH3:10]>C(O)C>[O:11]=[C:1]([CH2:2][CH2:3][CH2:4][CH2:5][CH2:6][CH2:7][CH2:8][CH2:9][CH3:10])[CH2:12][C:13]([O:14][CH2:15][CH3:19])=[O:21]. Procedure: The resulting 5-decanoyl-2,2-dimethyl-1,3-dioxane-4,6-dione was allowed to reflux in ethanol for 2 hours, and then concentrated under reduced pressure. The resulting residue was purified using silica gel chromatography (developing solvent: n-hexane/ethyl acetate=3/7) to obtain the ethyl 3-oxododecanoate shown by the formula below.